The task is: describe an organic reaction: reactants, conditions, products, and yield. This data is from the Open Reaction Database (ORD), a public repository of structured organic reaction records. Starting materials: C(CCCCCO)O (1,6-hexandiol), C(CC(C)C)Br (isopentylbromide). Product: C(CC(C)C)OCCCCCCO (6-Isopentyloxy hexanol). As a reaction SMILES: [CH2:1]([OH:8])[CH2:2][CH2:3][CH2:4][CH2:5][CH2:6][OH:7].[CH2:9](Br)[CH2:10][CH:11]([CH3:13])[CH3:12]>>[CH2:9]([O:7][CH2:6][CH2:5][CH2:4][CH2:3][CH2:2][CH2:1][OH:8])[CH2:10][CH:11]([CH3:13])[CH3:12]. Reported procedure: Using 1,6-hexandiol and isopentylbromide, the above compound is produced. B.P.: 164°-170°/12 mm Hg. As a reaction SMILES: [CH3:1][O:2][C:3](=O)[CH2:4][NH:5][C:6](=O)[C:7]([O:9][CH2:10][CH3:11])=[O:8].P12(SP3(SP(SP(S3)(S1)=S)(=S)S2)=S)=[S:15].C(Cl)Cl>C(Cl)(Cl)Cl>[CH3:1][O:2][C:3]1[S:15][C:6]([C:7]([O:9][CH2:10][CH3:11])=[O:8])=[N:5][CH:4]=1. Reaction conditions: temperature 60 celsius, time 7 hour. Reactants: COC(CNC(C(=O)OCC)=O)=O (ethyl 2-(2-methoxy-2-oxoethylamino)-2-oxoacetate), P12(=S)SP3(=S)SP(=S)(S1)SP(=S)(S2)S3 (phosphorus pentasulfide), C(Cl)Cl (DCM). Product: COC1=CN=C(S1)C(=O)OCC (Ethyl 5-methoxythiazole-2-carboxylate). The solvent is C(Cl)(Cl)Cl (chloroform). Isolated yield 7.4%. Reported procedure: A mixture of ethyl 2-(2-methoxy-2-oxoethylamino)-2-oxoacetate (1.00 g, 5.29 mmol) and phosphorus pentasulfide (1.29 g, 5.82 mmol) in chloroform (20 ml) was stirred at 60° C. for 7 h. To the cooled reaction mixture DCM (100 ml) was added and the mixture was washed with water (50 ml) and brine (50 ml). Organic phase was dried over Na2SO4 and evaporated. Evaporation residual was dissolved in dry MeCN (10 ml) and phosphorus pentoxide (0.75 g, 5.29 mml) was added and the mixture was heated to reflux ... Reactants: N1CCC(C(=O)OCC)CC1 (Ethyl isonipecotate), Cl.ClC1=CC=NC=C1 (4-chloropyridine hydrochloride), CN1CCOCC1 (N-methylmorpholine). The solvent is CN1C(CCC1)=O (N-methylpyrrolidinone). The product is N1=CC=C(C=C1)N1CCC(C(=O)OCC)CC1 (Ethyl N-pyridin-4-ylisonipecotate). As a reaction SMILES: [NH:1]1[CH2:11][CH2:10][CH:4]([C:5]([O:7][CH2:8][CH3:9])=[O:6])[CH2:3][CH2:2]1.Cl.Cl[C:14]1[CH:19]=[CH:18][N:17]=[CH:16][CH:15]=1.CN1CCOCC1>CN1CCCC1=O>[N:17]1[CH:18]=[CH:19][C:14]([N:1]2[CH2:2][CH2:3][CH:4]([C:5]([O:7][CH2:8][CH3:9])=[O:6])[CH2:10][CH2:11]2)=[CH:15][CH:16]=1 |f:1.2|. Procedure details: Ethyl isonipecotate (6.0 g, 38.66 mmol), 4-chloropyridine hydrochloride (5.9 g, 38.66 mmol) and N-methylmorpholine (9.3 mL, 85.0 mmol) were dissolved in N-methylpyrrolidinone (50 mL) and the resulting solution heated at 100° for 48 h. The solution was concentrated in vacuo and the residue dissolved in ethyl acetate (200 mL), washed with water and brine (2×100 mL), then dried (Na2SO4) and evaporated. The resulting residue was purified by flash chromatography (5%MeOH/CH2Cl2) to afford 21-1 as a cr...